This data is from the Open Reaction Database (ORD), a public repository of structured organic reaction records. The task is: describe an organic reaction: reactants, conditions, products, and yield Starting materials: C(c1ccc(cc1)S(c1ccccc1)(=O)=O)=O, CC1=CN=C(C=C1)N, [C-]#[N+]C1CCCCC1. The reagents and catalysts are O=C(O)C(F)(F)F (trifluoroacetic acid). Solvent: CC(C)O (isopropyl alcohol), CC(C)O (isopropylalcohol). Conditions: temperature 22 celsius, time 20 hour. Yields the product Cc1ccc2nc(c3ccc(cc3)S(c3ccccc3)(=O)=O)c(NC3CCCCC3)n2c1. Isolated yield 0.0%. As a reaction SMILES: CC1=CC=C(N)N=C1.[C-]#[N+]C1CCCCC1.O=CC1=CC=C(C=C1)S(=O)(=O)C1=CC=CC=C1>>CC1=CN2C(C=C1)=NC(=C2NC1CCCCC1)C1=CC=C(C=C1)S(=O)(=O)C1=CC=CC=C1. The reactants are CSC=1OC2=C(N1)C=CC=C2 (2-(Methylthio)benzoxazole), BrBr (bromine). The solvent is C(Cl)(Cl)Cl (chloroform), C(Cl)(Cl)Cl (chloroform). Conditions: time 45 minute. Product: BrC1=CC2=C(N=C(O2)SC)C=C1 (6-Bromo-2-(methylthio)benzoxazole). Reaction SMILES: [CH3:1][S:2][C:3]1[O:4][C:5]2[CH:11]=[CH:10][CH:9]=[CH:8][C:6]=2[N:7]=1.[Br:12]Br>C(Cl)(Cl)Cl>[Br:12][C:10]1[CH:9]=[CH:8][C:6]2[N:7]=[C:3]([S:2][CH3:1])[O:4][C:5]=2[CH:11]=1. Reported procedure: 2-(Methylthio)benzoxazole (5.8 g, see (a) above) was dissolved in chloroform (75 ml) and a solution of bromine (6.0 g) in chloroform (30 ml) was added dropwise, with stirring, over a period of 45 minutes. The mixture was allowed to stand overnight at room temperature and the solvent removed by distillation under reduced pressure to give a brown oil. The oil was washed with aqueous sodium metabisulfite and crystallised from ethanol/water to give the title compound as pink platelets (2.0 g), mp 95... Product: C1(CC1)C=1C=CC=2N(N1)C(=NN2)CC=2C=C1C=CC=NC1=CC2 (6-(6-cyclopropyl-[1,2,4]triazolo[4,3-b]pyridazin-3-ylmethyl)-quinoline). Reagents/catalysts: C/C(=C/C(=O)C)/[O-].C/C(=C/C(=O)C)/[O-].C/C(=C/C(=O)C)/[O-].[Fe+3] (iron(III) acetylacetonate). Reactants: ClC=1C=CC=2N(N1)C(=NN2)CC=2C=C1C=CC=NC1=CC2 (6-(6-chloro-[1,2,4]triazolo[4,3-b]pyridazin-3-ylmethyl)-quinoline), O1CCCC1 (tetrahydrofuran). Conditions: temperature 50 celsius, time 18 hour. Reaction SMILES: Cl[C:2]1[CH:3]=[CH:4][C:5]2[N:6]([C:8]([CH2:11][C:12]3[CH:13]=[C:14]4[C:19](=[CH:20][CH:21]=3)[N:18]=[CH:17][CH:16]=[CH:15]4)=[N:9][N:10]=2)[N:7]=1.O1[CH2:26][CH2:25][CH2:24]C1>C/C(/[O-])=C/C(C)=O.C/C(/[O-])=C/C(C)=O.C/C(/[O-])=C/C(C)=O.[Fe+3]>[CH:24]1([C:2]2[CH:3]=[CH:4][C:5]3[N:6]([C:8]([CH2:11][C:12]4[CH:13]=[C:14]5[C:19](=[CH:20][CH:21]=4)[N:18]=[CH:17][CH:16]=[CH:15]5)=[N:9][N:10]=3)[N:7]=2)[CH2:25][CH2:26]1 |f:2.3.4.5|. Reported procedure: A mixture of 6-(6-chloro-[1,2,4]triazolo[4,3-b]pyridazin-3-ylmethyl)-quinoline (240 mg), iron(III) acetylacetonate (12 mg) in tetrahydrofuran (5 mL) was degassed by bubbling nitrogen through for 10 minutes. The cyclopropyl magnesium bromide in tetrahydrofuran solution prepared in step 1 was then added to the reaction mixture and stirred at 50° C. for 18 hours. The mixture was allowed to cool to rt then acidified to pH 1 via the addition of 1N hydrochloric acid (20 mL). The tetrahydrofuran was re... Reactants: COC1=C(C=CC(=C1)OC)C=1C(=[N+](C=C(N1)CC)[O-])CC (3-(2,4-dimethoxy-phenyl)-2,5-diethyl-pyrazine 1-oxide), O=P(Cl)(Cl)Cl (POCl3). Conditions: temperature 60 celsius, time 6 hour. Product: ClC1=NC(=C(N=C1CC)C1=C(C=C(C=C1)OC)OC)CC (2-chloro-5-(2,4-dimethoxy-phenyl)-3,6-diethyl-pyrazine). Reaction SMILES: [CH3:1][O:2][C:3]1[CH:8]=[C:7]([O:9][CH3:10])[CH:6]=[CH:5][C:4]=1[C:11]1[C:12]([CH2:20][CH3:21])=[N+:13]([O-])[CH:14]=[C:15]([CH2:17][CH3:18])[N:16]=1.O=P(Cl)(Cl)[Cl:24]>>[Cl:24][C:14]1[C:15]([CH2:17][CH3:18])=[N:16][C:11]([C:4]2[CH:5]=[CH:6][C:7]([O:9][CH3:10])=[CH:8][C:3]=2[O:2][CH3:1])=[C:12]([CH2:20][CH3:21])[N:13]=1. Procedure: The product from step 2 (3.3 g) is dissolved in POCl3 (25 mL) and the resulting solution stirred at 60° C. for 6 hours. The reaction mixture is cooled, and the volatiles are removed under reduced pressure. Flash chromatography (1-4% ethyl acetate in hexanes) affords 2-chloro-5-(2,4-dimethoxy-phenyl)-3,6-diethyl-pyrazine as a clear oil. MS: 307. H-1 NMR (400 MHz, CDCl3): 1.16 (t, 3H), 1.31 (t, 3H), 2.60 (q, 2H), 3.00 (q, 2H), 3.75 (s, 3H), 3.76 (s, 3H), 6.53 (d, 1H), 6.59 (dd, 1H), 7.19 (d, 1H). Reactants: C(C)(=O)OCC (ethyl acetate), aqueous solution, [OH-].[Na+] (sodium hydroxide), COC=1C(=C(C(=O)N)C=C(C1F)F)F (3-methoxy-2,4,5-trifluorobenzamide). Solvent: O (water). Conditions: time 2 hour. Yields the product COC=1C(=C(C(=O)O)C=C(C1F)F)F (3-methoxy-2,4,5-trifluorobenzoic acid). As a reaction SMILES: [OH-].[Na+].[CH3:3][O:4][C:5]1[C:6]([F:16])=[C:7]([CH:11]=[C:12]([F:15])[C:13]=1[F:14])[C:8](N)=[O:9].C(OCC)(=[O:19])C>O>[CH3:3][O:4][C:5]1[C:6]([F:16])=[C:7]([CH:11]=[C:12]([F:15])[C:13]=1[F:14])[C:8]([OH:19])=[O:9] |f:0.1|. Procedure details: 226 ml (0.226 mole) of a 1N aqueous solution of sodium hydroxide were added to a suspension of 46.4 g (0.226 mole) of 3-methoxy-2,4,5-trifluorobenzamide (XXV) [prepared as described in Step (E5) above] in 900 ml of water, and the mixture was heated under reflux with stirring for 2 hours. At the end of this time, the reaction mixture was cooled to room temperature and then shaken with ethyl acetate to remove unreacted material. The aqueous layer was separated and acidified with hydrochloric acid ... Starting materials: COc1cccc(C(=CCOCCN2CCCC(C(=O)O)C2)c2ccccc2C)c1, CO, Cl, [H][H]. The product is COc1cccc(C(CCOCCN2CCCC(C(=O)O)C2)c2ccccc2C)c1, Cl. Reaction SMILES: [CH3:2][O:3][c:4]1[cH:5][c:6]([C:10](=[CH:11][CH2:12][O:13][CH2:14][CH2:15][N:16]2[CH2:17][CH:18]([C:22](=[O:23])[OH:24])[CH2:19][CH2:20][CH2:21]2)[c:25]2[c:26]([CH3:31])[cH:27][cH:28][cH:29][cH:30]2)[cH:7][cH:8][cH:9]1.[CH3:34][OH:35].[ClH:1].[H:32][H:33]>>[CH3:2][O:3][c:4]1[cH:5][c:6]([CH:10]([CH2:11][CH2:12][O:13][CH2:14][CH2:15][N:16]2[CH2:17][CH:18]([C:22](=[O:23])[OH:24])[CH2:19][CH2:20][CH2:21]2)[c:25]2[c:26]([CH3:31])[cH:27][cH:28][cH:29][cH:30]2)[cH:7][cH:8][cH:9]1.[ClH:1]. Reactants: [Br-], Cc1ccccc1C(=O)CBr, CCCC[N+](CCCC)(CCCC)CCCC, Cc1ccccc1, [Na+], Cc1ccc2c(c1)NC(=O)C(NC(=O)OC(C)(C)C)CN2C1C=CCCC1, [OH-]. The product is Cc1ccc2c(c1)N(CC(=O)c1ccccc1C)C(=O)C(NC(=O)OC(C)(C)C)CN2C1C=CCCC1. RXN SMILES: [Br-:48].[Br:28][CH2:29][C:30](=[O:31])[c:32]1[c:33]([CH3:38])[cH:34][cH:35][cH:36][cH:37]1.[CH2:49]([N+:50]([CH2:51][CH2:52][CH2:53][CH3:54])([CH2:55][CH2:56][CH2:57][CH3:58])[CH2:59][CH2:60][CH2:61][CH3:62])[CH2:63][CH2:64][CH3:65].[CH3:41][c:42]1[cH:43][cH:44][cH:45][cH:46][cH:47]1.[Na+:40].[O:1]=[C:2]1[CH:3]([NH:20][C:21](=[O:22])[O:23][C:24]([CH3:25])([CH3:26])[CH3:27])[CH2:4][N:5]([CH:14]2[CH:15]=[CH:16][CH2:17][CH2:18][CH2:19]2)[c:6]2[c:7]([cH:9][c:10]([CH3:13])[cH:11][cH:12]2)[NH:8]1.[OH-:39]>>[O:1]=[C:2]1[CH:3]([NH:20][C:21](=[O:22])[O:23][C:24]([CH3:25])([CH3:26])[CH3:27])[CH2:4][N:5]([CH:14]2[CH:15]=[CH:16][CH2:17][CH2:18][CH2:19]2)[c:6]2[c:7]([cH:9][c:10]([CH3:13])[cH:11][cH:12]2)[N:8]1[CH2:29][C:30](=[O:31])[c:32]1[c:33]([CH3:38])[cH:34][cH:35][cH:36][cH:37]1.